From a dataset of the Open Reaction Database (ORD), a public repository of structured organic reaction records. describe an organic reaction: reactants, conditions, products, and yield The reactants are C1CCOC1, CCOC(=O)C(N=[N+]=[N-])C(Oc1ccc(F)cc1[N+](=O)[O-])c1ccccc1, O, c1ccc(P(c2ccccc2)c2ccccc2)cc1. The product is CCOC(=O)C(N)C(Oc1ccc(F)cc1[N+](=O)[O-])c1ccccc1. RXN SMILES: [CH2:48]1[O:49][CH2:50][CH2:51][CH2:52]1.[N:1](=[N+:2]=[N-:3])[CH:4]([C:5](=[O:6])[O:7][CH2:8][CH3:9])[CH:10]([c:11]1[cH:12][cH:13][cH:14][cH:15][cH:16]1)[O:17][c:18]1[c:19]([N+:25](=[O:26])[O-:27])[cH:20][c:21]([F:24])[cH:22][cH:23]1.[OH2:47].[c:28]1([P:29]([c:30]2[cH:31][cH:32][cH:33][cH:34][cH:35]2)[c:36]2[cH:37][cH:38][cH:39][cH:40][cH:41]2)[cH:42][cH:43][cH:44][cH:45][cH:46]1>>[NH2:1][CH:4]([C:5](=[O:6])[O:7][CH2:8][CH3:9])[CH:10]([c:11]1[cH:12][cH:13][cH:14][cH:15][cH:16]1)[O:17][c:18]1[c:19]([N+:25](=[O:26])[O-:27])[cH:20][c:21]([F:24])[cH:22][cH:23]1. Starting materials: OCCN1C(OCC1)=O (3-(2-hydroxy-ethyl)-oxazolidin-2-one), CCN(C(C)C)C(C)C (Hunigs base), S(=O)(=O)(C)Cl (mesyl chloride). Solvent: O (water), ClCCl (dichloromethane), ClCCl (dichloromethane). Conditions: time 3 hour. Yields the product O=C1OCCN1CCOS(=O)(=O)C (methanesulfonic acid 2-(2-oxo-oxazolidin-3-yl)-ethyl ester). Yield: 40.7%. RXN SMILES: [OH:1][CH2:2][CH2:3][N:4]1[CH2:8][CH2:7][O:6][C:5]1=[O:9].CCN(C(C)C)C(C)C.[S:19](Cl)([CH3:22])(=[O:21])=[O:20]>ClCCl.O>[O:9]=[C:5]1[N:4]([CH2:3][CH2:2][O:1][S:19]([CH3:22])(=[O:21])=[O:20])[CH2:8][CH2:7][O:6]1. Procedure details: To a mixture of 3-(2-hydroxy-ethyl)-oxazolidin-2-one (1.00 g, 7.63 mmol) and Hunigs base (2.92 mL, 16.8 mmol) in dichloromethane (19 mL) at 0° C. was added mesyl chloride (0.650 mL, 8.40 mmol) slowly via syringe. The mixture was stir cold for three hours, diluted with 10 mL of water and 25 mL of dichloromethane. The layers were separated and the organic layer was washed with aqueous NaHCO3 (3×30 mL) followed by water (1×15 mL). The organic layer was then dried (Na2SO4), filtered, and concentrate... Starting materials: CCO, CC(=O)[O-], Cl, NO, [Na+], O=CCOc1ccc(Oc2ccccc2)cc1, O. Yields the product ON=CCOc1ccc(Oc2ccccc2)cc1. As a reaction SMILES: [CH3:27][CH2:28][OH:29].[CH3:5][C:6](=[O:7])[O-:8].[ClH:1].[NH2:2][OH:3].[Na+:4].[O:9]([c:10]1[cH:11][cH:12][cH:13][cH:14][cH:15]1)[c:16]1[cH:17][cH:18][c:19]([O:20][CH2:21][CH:22]=[O:23])[cH:24][cH:25]1.[OH2:26]>>[N:2]([OH:3])=[CH:22][CH2:21][O:20][c:19]1[cH:18][cH:17][c:16]([O:9][c:10]2[cH:11][cH:12][cH:13][cH:14][cH:15]2)[cH:25][cH:24]1. Starting materials: O, Oc1ccccc1, O=C(OCC1c2ccccc2-c2ccccc21)N1CC=C(c2ccccc2)CC1. The product is O=C(OCC1c2ccccc2-c2ccccc21)N1CCC(c2ccccc2)(c2ccc(O)cc2)CC1. As a reaction SMILES: [OH2:37].[OH:30][c:31]1[cH:32][cH:33][cH:34][cH:35][cH:36]1.[cH:1]1[cH:2][cH:3][cH:4][c:5]2[c:13]1[CH:12]([CH2:14][O:15][C:16](=[O:17])[N:18]1[CH2:19][CH2:20][C:21]([c:24]3[cH:25][cH:26][cH:27][cH:28][cH:29]3)=[CH:22][CH2:23]1)[c:11]1[c:6]-2[cH:7][cH:8][cH:9][cH:10]1>>[cH:1]1[cH:2][cH:3][cH:4][c:5]2[c:13]1[CH:12]([CH2:14][O:15][C:16](=[O:17])[N:18]1[CH2:19][CH2:20][C:21]([c:24]3[cH:25][cH:26][cH:27][cH:28][cH:29]3)([c:34]3[cH:33][cH:32][c:31]([OH:30])[cH:36][cH:35]3)[CH2:22][CH2:23]1)[c:11]1[c:6]-2[cH:7][cH:8][cH:9][cH:10]1. Starting materials: Clc1ccc2c(c1)CCc1ccccc1C2=CBr, O=c1[nH]c2cc(B(O)O)ccc2o1. The product is O=c1[nH]c2cc(C=C3c4ccccc4CCc4cc(Cl)ccc43)ccc2o1. As a reaction SMILES: [Br:1][CH:2]=[C:3]1[c:4]2[c:5]([cH:15][cH:16][cH:17][cH:18]2)[CH2:6][CH2:7][c:8]2[c:9]1[cH:10][cH:11][c:12]([Cl:14])[cH:13]2.[O:19]=[c:20]1[o:21][c:22]2[c:23]([nH:24]1)[cH:25][c:26]([B:29]([OH:30])[OH:31])[cH:27][cH:28]2>>[CH:2](=[C:3]1[c:4]2[c:5]([cH:15][cH:16][cH:17][cH:18]2)[CH2:6][CH2:7][c:8]2[c:9]1[cH:10][cH:11][c:12]([Cl:14])[cH:13]2)[c:26]1[cH:25][c:23]2[c:22]([o:21][c:20](=[O:19])[nH:24]2)[cH:28][cH:27]1. Reaction conditions: time 1 hour. Reported procedure: A solution of (6-methoxy-benzofuran-3-yl)-acetic acid (10.16 g, 49.3 mmol) in 500 ml of THF is cooled in an ice-bath. To this solution is added LAH (1M in THF, 49.3 ml, 49.3 mmol) and stirring is continued for 1 hour. The reaction mixture is then poured onto ice cold 1N HCl and extracted 3-times with EtOAc. The combined organic layers are dried and evaporated. Yields the product COC1=CC2=C(C(=CO2)CCO)C=C1 (2-(6-methoxy-benzofuran-3-yl)-ethanol). Reaction SMILES: [CH3:1][O:2][C:3]1[CH:15]=[CH:14][C:6]2[C:7]([CH2:10][C:11](O)=[O:12])=[CH:8][O:9][C:5]=2[CH:4]=1.[H-].[H-].[H-].[H-].[Li+].[Al+3]>C1COCC1>[CH3:1][O:2][C:3]1[CH:15]=[CH:14][C:6]2[C:7]([CH2:10][CH2:11][OH:12])=[CH:8][O:9][C:5]=2[CH:4]=1 |f:1.2.3.4.5.6|. The solvent is C1CCOC1 (THF). Reactants: COC1=CC2=C(C(=CO2)CC(=O)O)C=C1 ((6-methoxy-benzofuran-3-yl)-acetic acid), [H-].[H-].[H-].[H-].[Li+].[Al+3] (LAH).